From a dataset of the Open Reaction Database (ORD), a public repository of structured organic reaction records. describe an organic reaction: reactants, conditions, products, and yield The reactants are [N+](=O)(O)[O-] (nitric acid), IC1=C2CCCNC2=NC=C1 (5-iodo-1,2,3,4-tetrahydro-1,8-naphthyridine), ice water, [OH-].[Na+] (NaOH). Solvent: S(O)(O)(=O)=O (sulfuric acid). Reaction conditions: time 30 minute. The product is IC1=C2CCCNC2=NC=C1[N+](=O)[O-] (5-Iodo-6-nitro-1,2,3,4-tetrahydro-1,8-naphthyridine). Yield: 43.1%. RXN SMILES: [N+:1]([O-:4])(O)=[O:2].[I:5][C:6]1[CH:15]=[CH:14][N:13]=[C:12]2[C:7]=1[CH2:8][CH2:9][CH2:10][NH:11]2.[OH-].[Na+]>S(=O)(=O)(O)O>[I:5][C:6]1[C:15]([N+:1]([O-:4])=[O:2])=[CH:14][N:13]=[C:12]2[C:7]=1[CH2:8][CH2:9][CH2:10][NH:11]2 |f:2.3|. Procedure details: Fuming nitric acid (0.5 mL, 10 mmol) was added a mixture of 5-iodo-1,2,3,4-tetrahydro-1,8-naphthyridine (1.0 g, 3.8 mmol) in sulfuric acid (10 mL) at 0° C. The reaction was allowed to warm to room temperature and stirred for 30 min. The mixture was poured into ice-water and neutralized with 3 M aq. NaOH. The resulting solid precipitate was collected by filtration, washed with water and dried to give the sub-title compound (0.50 g, 43%). LCMS calc. for C8H9IN3O2(M+H)+: m/z=306.0. Found: 306.1. Starting materials: B, CCc1cccc(C2(C#N)C3CC4CC(C3)CC2C4)c1, C1CCOC1, Cl. Yields the product CCc1cccc(C2(CN)C3CC4CC(C3)CC2C4)c1, Cl. RXN SMILES: [BH3:21].[CH2:1]([CH3:2])[c:3]1[cH:4][c:5]([C:9]2([C:19]#[N:20])[CH:10]3[CH2:11][CH:12]4[CH2:13][CH:14]([CH2:15][CH:16]2[CH2:17]4)[CH2:18]3)[cH:6][cH:7][cH:8]1.[CH2:23]1[O:24][CH2:25][CH2:26][CH2:27]1.[ClH:22]>>[CH2:1]([CH3:2])[c:3]1[cH:4][c:5]([C:9]2([CH2:19][NH2:20])[CH:10]3[CH2:11][CH:12]4[CH2:13][CH:14]([CH2:15][CH:16]2[CH2:17]4)[CH2:18]3)[cH:6][cH:7][cH:8]1.[ClH:22]. As a reaction SMILES: [C:1]([O:7][C:8]1[C:13](=[O:14])[N:12]([CH:15]([CH3:17])[CH3:16])[C:11](=[O:18])[N:10]2[CH:19]([CH2:32][CH2:33][O:34]CC3C=CC=CC=3)[CH2:20][N:21]([CH2:24][C:25]3[CH:30]=[CH:29][C:28]([F:31])=[CH:27][CH:26]=3)[C:22](=[O:23])[C:9]=12)(=[O:6])[C:2]([CH3:5])([CH3:4])[CH3:3].[H][H]>C(OCC)(=O)C>[C:1]([O:7][C:8]1[C:13](=[O:14])[N:12]([CH:15]([CH3:17])[CH3:16])[C:11](=[O:18])[N:10]2[CH:19]([CH2:32][CH2:33][OH:34])[CH2:20][N:21]([CH2:24][C:25]3[CH:26]=[CH:27][C:28]([F:31])=[CH:29][CH:30]=3)[C:22](=[O:23])[C:9]=12)(=[O:6])[C:2]([CH3:5])([CH3:4])[CH3:3]. The solvent is C(C)(=O)OCC (ethyl acetate). Reaction conditions: time 48 hour. Procedure details: A mixture of 4-[2-(benzyloxy)ethyl]-2-(4-fluorobenzyl)-7-isopropyl-1,6,8-trioxo-1,3,4,6,7,8-hexahydro-2H-pyrazino[1,2-c]pyrimidin-9-yl pivalate (918 mg, 1.62 mmol) and 10% Pd(C) (92 mg) in ethyl acetate (32 mL) was stirred under a balloon atmosphere of hydrogen for 24 h. The reaction mixture was filtered through Celite, fresh catalyst was added and the mixture subjected to balloon hydrogenation for an additional 24 h. Analysis by LCMS showed slow conversion to the alcohol, so the mixture was aga... Starting materials: C(C(C)(C)C)(=O)OC1=C2N(C(N(C1=O)C(C)C)=O)C(CN(C2=O)CC2=CC=C(C=C2)F)CCOCC2=CC=CC=C2 (4-[2-(benzyloxy)ethyl]-2-(4-fluorobenzyl)-7-isopropyl-1,6,8-trioxo-1,3,4,6,7,8-hexahydro-2H-pyrazino[1,2-c]pyrimidin-9-yl pivalate), Pd(C), [H][H] (hydrogen). Product: C(C(C)(C)C)(=O)OC1=C2N(C(N(C1=O)C(C)C)=O)C(CN(C2=O)CC2=CC=C(C=C2)F)CCO (2-(4-fluorobenzyl)-4-(2-hydroxyethyl)-7-isopropyl-1,6,8-trioxo-1,3,4,6,7,8-hexahydro-2H-pyrazino[1,2-c]pyrimidine-9-yl pivalate). The reactants are O=C([O-])[O-], CC(=O)O, C=Cc1ccncc1, Fc1ccc2[nH]ccc2c1, [K+], [K+]. Yields the product Fc1ccc2[nH]cc(CCc3ccncc3)c2c1. RXN SMILES: [C:19](=[O:20])([O-:21])[O-:22].[CH3:25][C:26](=[O:27])[OH:28].[CH:11](=[CH2:12])[c:13]1[cH:14][cH:15][n:16][cH:17][cH:18]1.[F:1][c:2]1[cH:3][c:4]2[cH:5][cH:6][nH:7][c:8]2[cH:9][cH:10]1.[K+:23].[K+:24]>>[F:1][c:2]1[cH:3][c:4]2[c:5]([CH2:12][CH2:11][c:13]3[cH:14][cH:15][n:16][cH:17][cH:18]3)[cH:6][nH:7][c:8]2[cH:9][cH:10]1. Reactants: [BH4-].[Na+] (sodium borohydride), BrCC(=O)C1=CC=C(C=C1)OC (2-bromo-4'-methoxy-acetophenone). The solvent is CO (methanol). Reaction conditions: time 1 hour. Yields the product BrCC(O)C1=CC=C(C=C1)OC (2-bromo-1-(4'-methoxyphenyl)ethanol). The yield is 109.4%. RXN SMILES: [BH4-].[Na+].[Br:3][CH2:4][C:5]([C:7]1[CH:12]=[CH:11][C:10]([O:13][CH3:14])=[CH:9][CH:8]=1)=[O:6]>CO>[Br:3][CH2:4][CH:5]([C:7]1[CH:12]=[CH:11][C:10]([O:13][CH3:14])=[CH:9][CH:8]=1)[OH:6] |f:0.1|. Reported procedure: 0.826 g (21.8 mmol) of sodium borohydride was added to 2-bromo-4'-methoxy-acetophenone (10 g, 43.7 mmol) in methanol (200 ml) and the mixture was stirred for 1 hour at room temperature. The mixture was concentrated in vacuo and saturated aqueous sodium chloride was added to the residue and the product was extracted with ethyl acetate. The organic layer was washed with saturated aqueous sodium chloride, dried over anhydrous magnesium sulfate, and concentrated in vacuo to give 2-bromo-1-(4'-methox... Starting materials: N1CCCCC1 (piperidine), C=O (formaldehyde), OC1=C(C=O)C=CC(=C1O)O (2,3,4-trihydroxybenzaldehyde). Run in C(C)O (ethanol). Yields the product OC1=C(C=O)C=C(C(=C1O)O)CN1CCCCC1 (2,3,4-trihydroxy-5-(piperidin-1-ylmethyl)benzaldehyde). Reaction SMILES: [NH:1]1[CH2:6][CH2:5][CH2:4][CH2:3][CH2:2]1.[CH2:7]=O.[OH:9][C:10]1[C:17]([OH:18])=[C:16]([OH:19])[CH:15]=[CH:14][C:11]=1[CH:12]=[O:13]>C(O)C>[OH:9][C:10]1[C:17]([OH:18])=[C:16]([OH:19])[C:15]([CH2:7][N:1]2[CH2:6][CH2:5][CH2:4][CH2:3][CH2:2]2)=[CH:14][C:11]=1[CH:12]=[O:13]. Procedure details: 20.4 g (0.24 mol) of piperidine were added to 19.2 g (0.24 mol) of a 37% aqueous formaldehyde solution in 140 ml of ethanol. Then 25.0 g (0.16 mol) of 2,3,4-trihydroxybenzaldehyde were added thereto. The reaction mixture was refluxed for one hour, developing a dark brown color. After cooling, a beige-brown solid precipitated out, which was filtered out and dried.